Task: describe an organic reaction: reactants, conditions, products, and yield. Dataset: the Open Reaction Database (ORD), a public repository of structured organic reaction records The reactants are [K+].[Br-] (KBr), cyanohydrin, NC1=NC=CC=C1O (2-amino-3-hydroxypyridine), C(C1=CC=CC=C1)OC(=O)N[C@H](C(O)C=1OC2=C(N1)C=CC=C2)C ((2S)-2-(benzyloxycarbonylamino)-1-benzo[d][1,3]oxazol-2-yl-1-propanol). Run in hexanes, CCOC(=O)C (EtOAc). The product is C(C1=CC=CC=C1)OC(=O)N[C@H](C(O)C=1OC=2C(=NC=CC2)N1)C ((2S)-2-(benzyloxycarbonylamino)-1-(oxazolo[4,5,b]pyridin-2-yl)-1-propanol). Isolated yield 12.0%. Reaction SMILES: [NH2:1][C:2]1[C:7]([OH:8])=[CH:6][CH:5]=[CH:4][N:3]=1.[CH2:9]([O:16][C:17]([NH:19][C@@H:20]([CH3:32])[CH:21]([C:23]1OC2C=CC=CC=2N=1)[OH:22])=[O:18])[C:10]1[CH:15]=[CH:14][CH:13]=[CH:12][CH:11]=1.[K+].[Br-]>CCOC(C)=O>[CH2:9]([O:16][C:17]([NH:19][C@@H:20]([CH3:32])[CH:21]([C:23]1[O:8][C:7]2[C:2]([N:1]=1)=[N:3][CH:4]=[CH:5][CH:6]=2)[OH:22])=[O:18])[C:10]1[CH:15]=[CH:14][CH:13]=[CH:12][CH:11]=1 |f:2.3|. Procedure details: This material was prepared as a 1:1 mixture of isomers in 12% yield from the above cyanohydrin (978 mg, 4.18 mmol) and 2-amino-3-hydroxypyridine (505 mg, 4.60 mmol) using the procedure described above for compound 16. An analytical sample was obtained by recrystallization from EtOAc in hexanes (one isomer). mp: 159-161° C.; IR (KBr) υ 1719, 1699 cm−1; 1H-NMR (400 MHz, DMSO-d6) δ 8.53 (dd, J=4.8, 1.2 Hz, 1H), 8.18 (d, J=7.8 Hz, 1H), 7.44 (dd, J=8.1, 5.1 Hz, 1H), 7.39-7.08 (m, 6H), 6.33 (d, J=6.0 ... RXN SMILES: [CH2:12]1[O:13][CH2:14][CH2:15][CH2:16]1.[ClH:11].[NH3:10].[s:1]1[c:2]([S:6](=[O:7])(=[O:8])[Cl:9])[cH:3][cH:4][cH:5]1>>[s:1]1[c:2]([S:6](=[O:7])(=[O:8])[NH2:10])[cH:3][cH:4][cH:5]1. Product: NS(=O)(=O)c1cccs1. The reactants are C1CCOC1, Cl, N, O=S(=O)(Cl)c1cccs1. Starting materials: FC1=CC=C(C(=O)OC2CCN(CC2)CC2=CC=C(C=C2)Cl)C=C1 (1-(4-chloro-benzyl)-piperidin-4-yl 4-fluoro-benzoate). Solvent: CCOCC (ether). Yields the product Cl.FC1=CC=C(C(=O)OC2CCN(CC2)CC2=CC=C(C=C2)Cl)C=C1 (1-(4-chloro-benzyl)-piperidin-4-yl 4-fluoro-benzoate hydrochloride). Isolated yield 175.8%. RXN SMILES: [F:1][C:2]1[CH:24]=[CH:23][C:5]([C:6]([O:8][CH:9]2[CH2:14][CH2:13][N:12]([CH2:15][C:16]3[CH:21]=[CH:20][C:19]([Cl:22])=[CH:18][CH:17]=3)[CH2:11][CH2:10]2)=[O:7])=[CH:4][CH:3]=1>CCOCC>[ClH:22].[F:1][C:2]1[CH:3]=[CH:4][C:5]([C:6]([O:8][CH:9]2[CH2:10][CH2:11][N:12]([CH2:15][C:16]3[CH:17]=[CH:18][C:19]([Cl:22])=[CH:20][CH:21]=3)[CH2:13][CH2:14]2)=[O:7])=[CH:23][CH:24]=1 |f:2.3|. Procedure: 0.285 g (0.00082 mol) of 1-(4-chloro-benzyl)-piperidin-4-yl 4-fluoro-benzoate was dissolved in 25 ml of ether, filtered, diluted with 8.5 ml of methanol and treated with 8.2 ml of 1N ethereal HCI. The separated precipitate was filtered off and dried. 0.277 g (88%) of 1-(4-chloro-benzyl)-piperidin-4-yl 4-fluoro-benzoate hydrochloride (1:1) was obtained as white crystals; m.p. 214°. Reactants: CN(C)CCCOC(=O)c1ccc(O)c(Br)c1, CCCc1c(OCCCBr)ccc(C(C)=O)c1OC(C)=O, O=C([O-])[O-], CN(C)C=O, Cl, [I-], [K+], [K+], [K+]. Yields the product CCCc1c(OCCCOc2ccc(C(=O)OCCCN(C)C)cc2Br)ccc(C(C)=O)c1OC(C)=O. Reaction SMILES: [Br:23][c:24]1[cH:25][c:26]([C:27](=[O:28])[O:29][CH2:30][CH2:31][CH2:32][N:33]([CH3:34])[CH3:35])[cH:36][cH:37][c:38]1[OH:39].[C:1]([CH3:2])(=[O:3])[O:4][c:5]1[c:6]([CH2:19][CH2:20][CH3:21])[c:7]([O:8][CH2:9][CH2:10][CH2:11][Br:12])[cH:13][cH:14][c:15]1[C:16]([CH3:17])=[O:18].[C:42](=[O:43])([O-:44])[O-:45].[CH3:48][N:49]([CH3:50])[CH:51]=[O:52].[ClH:22].[I-:41].[K+:40].[K+:46].[K+:47]>>[C:1]([CH3:2])(=[O:3])[O:4][c:5]1[c:6]([CH2:19][CH2:20][CH3:21])[c:7]([O:8][CH2:9][CH2:10][CH2:11][O:39][c:38]2[c:24]([Br:23])[cH:25][c:26]([C:27](=[O:28])[O:29][CH2:30][CH2:31][CH2:32][N:33]([CH3:34])[CH3:35])[cH:36][cH:37]2)[cH:13][cH:14][c:15]1[C:16]([CH3:17])=[O:18]. Starting materials: CC(C)n1ncnc1-c1cn2c(n1)-c1ccc(Br)cc1OCC2, CCOC(=O)CC(=O)OCC, C1COCCO1, CN(C)c1ccccc1-c1ccccc1P(C1CCCCC1)C1CCCCC1, [K+], [K+], [K+], CC(=O)[O-], CC(=O)[O-], O=P([O-])([O-])[O-], [Pd+2]. Product: CCOC(=O)C(C(=O)OCC)c1ccc2c(c1)OCCn1cc(-c3ncnn3C(C)C)nc1-2. RXN SMILES: [Br:1][c:2]1[cH:3][c:4]2[c:5]([cH:22][cH:23]1)-[c:6]1[n:7]([cH:11][c:12](-[c:14]3[n:15][cH:16][n:17][n:18]3[CH:19]([CH3:20])[CH3:21])[n:13]1)[CH2:8][CH2:9][O:10]2.[C:24]([CH2:25][C:26](=[O:27])[O:28][CH2:29][CH3:30])(=[O:31])[O:32][CH2:33][CH3:34].[CH2:71]1[O:72][CH2:73][CH2:74][O:75][CH2:76]1.[CH:35]1([P:36]([CH:37]2[CH2:38][CH2:39][CH2:40][CH2:41][CH2:42]2)[c:43]2[cH:44][cH:45][cH:46][cH:47][c:48]2-[c:49]2[cH:50][cH:51][cH:52][cH:53][c:54]2[N:55]([CH3:56])[CH3:57])[CH2:58][CH2:59][CH2:60][CH2:61][CH2:62]1.[K+:68].[K+:69].[K+:70].[O-:78][C:79]([CH3:80])=[O:81].[O-:82][C:83]([CH3:84])=[O:85].[P:63]([O-:64])([O-:65])([O-:66])=[O:67].[Pd+2:77]>>[c:2]1([CH:25]([C:24](=[O:31])[O:32][CH2:33][CH3:34])[C:26](=[O:27])[O:28][CH2:29][CH3:30])[cH:3][c:4]2[c:5]([cH:22][cH:23]1)-[c:6]1[n:7]([cH:11][c:12](-[c:14]3[n:15][cH:16][n:17][n:18]3[CH:19]([CH3:20])[CH3:21])[n:13]1)[CH2:8][CH2:9][O:10]2. Reactants: CCOC(C)=O, Clc1cc(N2CCOCC2)nc(Cl)n1, ClCCl, COc1cc(NC(=O)OC(C)(C)C)cc2[nH]c(C(F)F)nc12, [K+], [K+], O=C([O-])[O-], CN(C)C=O, O. Yields the product COc1cc(NC(=O)OC(C)(C)C)cc2c1nc(C(F)F)n2-c1nc(Cl)cc(N2CCOCC2)n1. As a reaction SMILES: [CH3:46][CH2:47][O:48][C:49]([CH3:50])=[O:51].[Cl:23][c:24]1[n:25][c:26]([Cl:36])[cH:27][c:28]([N:30]2[CH2:31][CH2:32][O:33][CH2:34][CH2:35]2)[n:29]1.[Cl:43][CH2:44][Cl:45].[F:1][CH:2]([c:3]1[n:4][c:5]2[c:6]([nH:7]1)[cH:8][c:9]([NH:14][C:15]([O:16][C:17]([CH3:18])([CH3:19])[CH3:20])=[O:21])[cH:10][c:11]2[O:12][CH3:13])[F:22].[K+:37].[K+:38].[O-:39][C:40]([O-:41])=[O:42].[O:52]=[CH:53][N:54]([CH3:55])[CH3:56].[OH2:57]>>[F:1][CH:2]([c:3]1[n:4][c:5]2[c:6]([n:7]1-[c:24]1[n:25][c:26]([Cl:36])[cH:27][c:28]([N:30]3[CH2:31][CH2:32][O:33][CH2:34][CH2:35]3)[n:29]1)[cH:8][c:9]([NH:14][C:15]([O:16][C:17]([CH3:18])([CH3:19])[CH3:20])=[O:21])[cH:10][c:11]2[O:12][CH3:13])[F:22]. Starting materials: CC(=O)OC(C)=O, CO, ClCCl, CCCc1cc(C(O)(C(F)(F)F)C(F)(F)F)ccc1O, c1ccncc1. The product is CCCc1cc(C(O)(C(F)(F)F)C(F)(F)F)ccc1OC(C)=O. As a reaction SMILES: [CH3:27][C:28](=[O:29])[O:30][C:31](=[O:32])[CH3:33].[CH3:34][OH:35].[Cl:36][CH2:37][Cl:38].[OH:7][c:8]1[c:9]([CH2:24][CH2:25][CH3:26])[cH:10][c:11]([C:14]([C:15]([F:16])([F:17])[F:18])([C:19]([F:20])([F:21])[F:22])[OH:23])[cH:12][cH:13]1.[cH:1]1[cH:2][cH:3][n:4][cH:5][cH:6]1>>[O:7]([c:8]1[c:9]([CH2:24][CH2:25][CH3:26])[cH:10][c:11]([C:14]([C:15]([F:16])([F:17])[F:18])([C:19]([F:20])([F:21])[F:22])[OH:23])[cH:12][cH:13]1)[C:28]([CH3:27])=[O:29]. Reactants: CC(C)NC(C)C, O=P(c1ccccc1)(c1ccccc1)C(F)F, [Li], CC12CCC3c4ccc(OC5CCCCO5)cc4CCC3C1CCC2=O, C1CCOC1, O. Product: CC12CCC3c4ccc(OC5CCCCO5)cc4CCC3C1CCC2=C(F)F. As a reaction SMILES: [CH:18]([NH:19][CH:20]([CH3:21])[CH3:22])([CH3:23])[CH3:24].[F:1][CH:2]([F:3])[P:4](=[O:5])([c:6]1[cH:7][cH:8][cH:9][cH:10][cH:11]1)[c:12]1[cH:13][cH:14][cH:15][cH:16][cH:17]1.[Li:25].[O:26]1[CH:27]([O:32][c:33]2[cH:34][c:35]3[c:48]([cH:49][cH:50]2)[CH:47]2[CH:38]([CH2:37][CH2:36]3)[CH:39]3[CH2:40][CH2:41][C:42](=[O:51])[C:43]3([CH3:44])[CH2:45][CH2:46]2)[CH2:28][CH2:29][CH2:30][CH2:31]1.[O:53]1[CH2:54][CH2:55][CH2:56][CH2:57]1.[OH2:52]>>[F:1][C:2]([F:3])=[C:42]1[CH2:41][CH2:40][CH:39]2[CH:38]3[CH2:37][CH2:36][c:35]4[cH:34][c:33]([O:32][CH:27]5[O:26][CH2:31][CH2:30][CH2:29][CH2:28]5)[cH:50][cH:49][c:48]4[CH:47]3[CH2:46][CH2:45][C:43]21[CH3:44].